Task: describe an organic reaction: reactants, conditions, products, and yield. Dataset: the Open Reaction Database (ORD), a public repository of structured organic reaction records The reactants are COC(C1=CC(=C(C=C1)OS(=O)(=O)C(F)(F)F)OC)=O (3-methoxy-4-trifluoromethylsulfonyloxybenzoic acid methyl ester), C([O-])([O-])=O.[Na+].[Na+] (sodium carbonate), CC1=C(C=CC=C1)OB(O)O ((2-methylphenyl)boric acid), [Cl-].[Li+] (lithium chloride). Reagents/catalysts: C=1C=CC(=CC1)[P](C=2C=CC=CC2)(C=3C=CC=CC3)[Pd]([P](C=4C=CC=CC4)(C=5C=CC=CC5)C=6C=CC=CC6)([P](C=7C=CC=CC7)(C=8C=CC=CC8)C=9C=CC=CC9)[P](C=1C=CC=CC1)(C=1C=CC=CC1)C=1C=CC=CC1 (tetrakis(triphenylphosphine)palladium). The solvent is C1(=CC=CC=C1)C (toluene), O (water). Run at time 5 minute. Yields the product COC(C1=CC(=C(C=C1)C1=C(C=CC=C1)C)OC)=O (3-methoxy-4-(2-methylphenyl)benzoic acid methyl ester). Isolated yield 99.8%. Reaction SMILES: [CH3:1][O:2][C:3](=[O:20])[C:4]1[CH:9]=[CH:8][C:7](OS(C(F)(F)F)(=O)=O)=[C:6]([O:18][CH3:19])[CH:5]=1.[CH3:21][C:22]1[CH:27]=[CH:26][CH:25]=[CH:24][C:23]=1OB(O)O.[Cl-].[Li+].C(=O)([O-])[O-].[Na+].[Na+]>C1(C)C=CC=CC=1.C1C=CC([P]([Pd]([P](C2C=CC=CC=2)(C2C=CC=CC=2)C2C=CC=CC=2)([P](C2C=CC=CC=2)(C2C=CC=CC=2)C2C=CC=CC=2)[P](C2C=CC=CC=2)(C2C=CC=CC=2)C2C=CC=CC=2)(C2C=CC=CC=2)C2C=CC=CC=2)=CC=1.O>[CH3:1][O:2][C:3](=[O:20])[C:4]1[CH:9]=[CH:8][C:7]([C:23]2[CH:24]=[CH:25][CH:26]=[CH:27][C:22]=2[CH3:21])=[C:6]([O:18][CH3:19])[CH:5]=1 |f:2.3,4.5.6,^1:50,52,71,90|. Procedure details: To a solution of 3-methoxy-4-trifluoromethylsulfonyloxybenzoic acid methyl ester (5 g) in toluene (200 ml) is added tetrakis(triphenylphosphine)palladium (0.9 g) under argon atmosphere, and the mixture is stirred at room temperature for five minutes. To the mixture are added (2-methylphenyl)boric acid (3.2 g), lithium chloride (1.01 g) and a 2M aqueous sodium carbonate solution (11.9 ml), and the mixture is stirred at 100° C. for two hours. To the mixture is added water, and the mixture is filte... Reaction SMILES: [CH2:1]([CH:3]1[C:8]2[NH:9][C:10]3[C:15]([C:7]=2[CH2:6][CH2:5][N:4]1[CH3:17])=[CH:14][C:13]([CH3:16])=[CH:12][CH:11]=3)[CH3:2].N1C2C(=CC=C3C=2N=CC=C3)C=CC=1.[O-]P([O-])([O-])=O.[K+].[K+].[K+].Br[C:41]#[C:42][C:43]1[CH:48]=[CH:47][C:46]([Cl:49])=[CH:45][CH:44]=1>C1(C)C=CC=CC=1>[Cl:49][C:46]1[CH:47]=[CH:48][C:43]([C:42]#[C:41][N:9]2[C:10]3[C:15](=[CH:14][C:13]([CH3:16])=[CH:12][CH:11]=3)[C:7]3[CH2:6][CH2:5][N:4]([CH3:17])[CH:3]([CH2:1][CH3:2])[C:8]2=3)=[CH:44][CH:45]=1 |f:2.3.4.5|. Procedure details: 1-ethyl-2,6-dimethyl-2,3,4,9-tetrahydro-1H-pyrido[3,4-b]indole (228 mg, 1 mmol) was mixed with CuSO4.5H2O (50 mg, 0.2 mmol), 1,10-phenanthroline (72 mg, 0.4 mmol), K3PO4 (425 mg, 2 mmol) and 1-(bromoethynyl)-4-chlorobenzene (237 mg, 1.1 mmol) in toluene (8-10 ml). The reaction mixture was flushed with nitrogen and heated at 80° C. for 16 h. The reaction mixture was filtered through Celite, and the Celite bed was rinsed with dichloromethane. Combined organic layer was concentrated under reduced p... Run at temperature 80 celsius. The product is ClC1=CC=C(C=C1)C#CN1C2=C(C3=CC(=CC=C13)C)CCN(C2CC)C (9-((4-chlorophenyl)ethynyl)-1-ethyl-2,6-dimethyl-2,3,4,9-tetrahydro-1H-pyrido[3,4-b]indole), solid. Solvent: C1(=CC=CC=C1)C (toluene). The reactants are C(C)C1N(CCC2=C1NC1=CC=C(C=C21)C)C (1-ethyl-2,6-dimethyl-2,3,4,9-tetrahydro-1H-pyrido[3,4-b]indole), CuSO4.5H2O, N1=CC=CC2=CC=C3C=CC=NC3=C12 (1,10-phenanthroline), [O-]P(=O)([O-])[O-].[K+].[K+].[K+] (K3PO4), BrC#CC1=CC=C(C=C1)Cl (1-(bromoethynyl)-4-chlorobenzene). Reactants: COC(=O)c1ccc(OC(C)(C)CNC(=O)OC(C)(C)C)cc1, COc1ccccc1, O=C(O)C(F)(F)F. Product: COC(=O)c1ccc(OC(C)(C)CN)cc1. Reaction SMILES: [C:1]([O:2][C:3](=[O:4])[NH:8][CH2:9][C:10]([CH3:11])([O:12][c:13]1[cH:14][cH:15][c:16]([C:17](=[O:18])[O:19][CH3:20])[cH:21][cH:22]1)[CH3:23])([CH3:5])([CH3:6])[CH3:7].[CH3:24][O:25][c:26]1[cH:27][cH:28][cH:29][cH:30][cH:31]1.[F:32][C:33]([F:34])([F:35])[C:36]([OH:37])=[O:38]>>[NH2:8][CH2:9][C:10]([CH3:11])([O:12][c:13]1[cH:14][cH:15][c:16]([C:17](=[O:18])[O:19][CH3:20])[cH:21][cH:22]1)[CH3:23]. Reactants: N(=[N+]=[N-])CC1=C(C=CC=C1)C1=C(C(=O)NC2=CC=C(C(=O)N3CCCC4=CC=CC=C34)C=C2)C=CC=C1 (1-[4-[2-(2-azidomethylphenyl)benzoylamino]benzoyl}-1,2,3,4-tetrahydroquinoline), [H][H] (hydrogen). The reagents and catalysts are [Pd] (palladium on carbon). Procedure: A solution of 1-[4-[2-(2-azidomethylphenyl)benzoylamino]benzoyl}-1,2,3,4-tetrahydroquinoline (535 mg) in a mixture of methanol (35 ml) and dioxane (4 ml) containing catalytic palladium on carbon (60 mg) was stirred under atmospheric pressure of hydrogen at ambient temperature. After 3 hours, the reaction mixture was filtered through a bed of celite, and then concentrated to give 1-{4-[2-(2-aminomethylphenyl)benzoylamino]benzoyl}-1,2,3,4-tetrahydroquinoline (395 mg) which was purified by recrysta... Reaction conditions: time 3 hour. The product is NCC1=C(C=CC=C1)C1=C(C(=O)NC2=CC=C(C(=O)N3CCCC4=CC=CC=C34)C=C2)C=CC=C1 (1-{4-[2-(2-aminomethylphenyl)benzoylamino]benzoyl}-1,2,3,4-tetrahydroquinoline). Isolated yield 78.0%. Reaction SMILES: [N:1]([CH2:4][C:5]1[CH:10]=[CH:9][CH:8]=[CH:7][C:6]=1[C:11]1[CH:37]=[CH:36][CH:35]=[CH:34][C:12]=1[C:13]([NH:15][C:16]1[CH:33]=[CH:32][C:19]([C:20]([N:22]2[C:31]3[C:26](=[CH:27][CH:28]=[CH:29][CH:30]=3)[CH2:25][CH2:24][CH2:23]2)=[O:21])=[CH:18][CH:17]=1)=[O:14])=[N+]=[N-].[H][H]>CO.O1CCOCC1.[Pd]>[NH2:1][CH2:4][C:5]1[CH:10]=[CH:9][CH:8]=[CH:7][C:6]=1[C:11]1[CH:37]=[CH:36][CH:35]=[CH:34][C:12]=1[C:13]([NH:15][C:16]1[CH:33]=[CH:32][C:19]([C:20]([N:22]2[C:31]3[C:26](=[CH:27][CH:28]=[CH:29][CH:30]=3)[CH2:25][CH2:24][CH2:23]2)=[O:21])=[CH:18][CH:17]=1)=[O:14]. Solvent: CO (methanol), O1CCOCC1 (dioxane). Starting materials: [OH-].[Li+] (Lithium hydroxide), FC1=C(C=C(C=C1)CC(=O)OCC)C(=O)N1CCC(CC1)OC (Ethyl 2-(4-fluoro-3-(4-methoxypiperidine-1-carbonyl)phenyl)acetate). The solvent is C1CCOC1 (THF), O (water). Run at time 2 hour. The product is FC1=C(C=C(C=C1)CC(=O)O)C(=O)N1CCC(CC1)OC (2-(4-fluoro-3-(4-methoxypiperidine-1-carbonyl)phenyl)acetic Acid). Yield: 85.2%. RXN SMILES: [OH-].[Li+].[F:3][C:4]1[CH:9]=[CH:8][C:7]([CH2:10][C:11]([O:13]CC)=[O:12])=[CH:6][C:5]=1[C:16]([N:18]1[CH2:23][CH2:22][CH:21]([O:24][CH3:25])[CH2:20][CH2:19]1)=[O:17]>C1COCC1.O>[F:3][C:4]1[CH:9]=[CH:8][C:7]([CH2:10][C:11]([OH:13])=[O:12])=[CH:6][C:5]=1[C:16]([N:18]1[CH2:19][CH2:20][CH:21]([O:24][CH3:25])[CH2:22][CH2:23]1)=[O:17] |f:0.1|. Reported procedure: Lithium hydroxide (0.752 g, 31.39 mmol) was added in one portion to ethyl 2-(4-fluoro-3-(4-methoxypiperidine-1-carbonyl)phenyl)acetate (42) (2.03 g, 6.28 mmol) in THF (20 mL) and water (20 ml) at 25° C. under air. The resulting mixture was stirred at room temperature for 2 hours. The THF was evaporated and the mixture diluted with water (30 mL). The aqueous solution was acidified with 2N HCl and the product extracted into EtOAc (3×30 ml). The combined extracts were dried (MgSO4), filtered and ev... Solvent: C(C)OCC (diethyl ether), C(C)OCC (diethyl ether), C(C)OCC (diethyl ether), C(C)OCC (diethyl ether). Reaction SMILES: [CH3:1][Mg]I.[F:4][C:5]([F:19])([F:18])[CH2:6][CH:7]([CH3:17])[C:8]([C:10]1[CH:15]=[CH:14][C:13]([CH3:16])=[CH:12][CH:11]=1)=O.Cl>C(OCC)C>[CH3:16][C:13]1[CH:14]=[CH:15][C:10]([C:8]([CH:7]([CH3:17])[CH2:6][C:5]([F:19])([F:18])[F:4])=[CH2:1])=[CH:11][CH:12]=1. Procedure: Under argon, 1.45 ml (4.34 mmol) of a 3 M solution of methylmagnesium iodide in diethyl ether were initially charged in 10 ml of diethyl ether, and 1000 mg (4.34 mmol) of 4,4,4-trifluoro-2-methyl-1-(4-methylphenyl)butan-1-one, dissolved in 5 ml of diethyl ether, were added slowly at 0 C. The reaction mixture was then slowly warmed to room temperature and stirred overnight. The reaction solution was then slowly added to 15 ml of 1 M hydrochloric acid and diluted with diethyl ether. After removal ... Conditions: time 8 hour. The reactants are FC(CC(C(=O)C1=CC=C(C=C1)C)C)(F)F (4,4,4-trifluoro-2-methyl-1-(4-methylphenyl)butan-1-one), solution, C[Mg]I (methylmagnesium iodide), Cl (hydrochloric acid). Yields the product CC1=CC=C(C=C1)C(=C)C(CC(F)(F)F)C (1-Methyl-4-(5,5,5-trifluoro-3-methylpent-1-en-2-yl)benzene). Starting materials: C(C)OC(CN=CN(C)C)=O (N(dimethylaminomethylene)-glycine-ethyl ester), COC(C)(N(C)C)OC (dimethylacetamide-dimethylacetal), CC(C)(C)[O-].[K+] (potassium tert-butylate), 1b. Yields the product C(C)OC(\C(=C(\C)/N(C)C)\N=CN(C)C)=O (3-dimethylamino-2-(dimethylaminomethyleneamino)-crotonic acid-ethyl ester). RXN SMILES: [CH2:1]([O:3][C:4](=[O:11])[CH2:5][N:6]=[CH:7][N:8]([CH3:10])[CH3:9])[CH3:2].CO[C:14](OC)([N:16]([CH3:18])[CH3:17])[CH3:15].CC([O-])(C)C.[K+]>>[CH2:1]([O:3][C:4](=[O:11])/[C:5](/[N:6]=[CH:7][N:8]([CH3:10])[CH3:9])=[C:14](\[N:16]([CH3:18])[CH3:17])/[CH3:15])[CH3:2] |f:2.3|. Procedure details: A mixture of 4.7 g of N(dimethylaminomethylene)-glycine-ethyl ester (W. Kantlehner et al., Liebigs Ann. Chem. 1980, 344), 8 g of dimethylacetamide-dimethylacetal and 0.4 g of potassium tert-butylate, analogously to 1b), is heated for 8 hours with distilling off of the resulting alcohols. The residue is fractionated.